From a dataset of the Open Reaction Database (ORD), a public repository of structured organic reaction records. describe an organic reaction: reactants, conditions, products, and yield As a reaction SMILES: [C:1]([c:2]1[cH:3][cH:4][cH:5][cH:6][cH:7]1)(=[O:8])[NH:9][C:10]([C:11](=[O:12])[O:13][CH3:14])=[CH:15][N:16]([CH3:17])[CH3:18].[CH:33]([OH:34])([CH3:35])[CH3:36].[ClH:32].[NH:19]([c:20]1[cH:21][cH:22][cH:23][cH:24][cH:25]1)[c:26]1[cH:27][cH:28][cH:29][cH:30][cH:31]1>>[C:1]([c:2]1[cH:3][cH:4][cH:5][cH:6][cH:7]1)(=[O:8])[NH:9][C:10]([C:11](=[O:12])[O:13][CH3:14])=[CH:15][N:19]([c:20]1[cH:21][cH:22][cH:23][cH:24][cH:25]1)[c:26]1[cH:27][cH:28][cH:29][cH:30][cH:31]1. The reactants are COC(=O)C(=CN(C)C)NC(=O)c1ccccc1, CC(C)O, Cl, c1ccc(Nc2ccccc2)cc1. Yields the product COC(=O)C(=CN(c1ccccc1)c1ccccc1)NC(=O)c1ccccc1. The reactants are C1(=CC=CC=C1)C1OC2=CC=C(C=C2CC1)OC1=CC=C(C=N1)N.N1CCC(CC1)C(=O)O (piperidine-4-carboxylic acid [6-(2-phenyl-chroman-6-yloxy)pyridine-3-yl]amine), C(C)(C)(C)OC(CC[C@@H](C(=O)O)NC(=O)O)=O ((S)-2-carboxyaminopentanedioic acid 5-tert-butyl ester). The product is N[C@@H](CCC(=O)O)C(NC=1C=NC(=CC1)OC=1C=C2CCC(OC2=CC1)C1=CC=CC=C1)=O ((S)-4-Amino-4-[6-(2-phenylchroman-6-yloxy)pyridin-3-ylcarbamoyl]butyric acid). RXN SMILES: [C:1]1([CH:7]2[CH2:16][CH2:15][C:14]3[C:9](=[CH:10][CH:11]=[C:12]([O:17][C:18]4[N:23]=[CH:22][C:21]([NH2:24])=[CH:20][CH:19]=4)[CH:13]=3)[O:8]2)[CH:6]=[CH:5][CH:4]=[CH:3][CH:2]=1.N1CCC(C(O)=O)CC1.C([O:38][C:39](=[O:50])[CH2:40][CH2:41][C@H:42]([NH:46]C(O)=O)[C:43](O)=[O:44])(C)(C)C>>[NH2:46][C@H:42]([C:43](=[O:44])[NH:24][C:21]1[CH:22]=[N:23][C:18]([O:17][C:12]2[CH:13]=[C:14]3[C:9](=[CH:10][CH:11]=2)[O:8][CH:7]([C:1]2[CH:6]=[CH:5][CH:4]=[CH:3][CH:2]=2)[CH2:16][CH2:15]3)=[CH:19][CH:20]=1)[CH2:41][CH2:40][C:39]([OH:50])=[O:38] |f:0.1|. Procedure: (S)-4-Amino-4-[6-(2-phenylchroman-6-yloxy)pyridin-3-ylcarbamoyl]butyric acid was prepared as described for piperidine-4-carboxylic acid [6-(2-phenyl-chroman-6-yloxy)pyridine-3-yl]amine in Example 19 a) and b) but replacing N-(tert-butoxycarbonyl)isonipecotic acid with (S)-2-carboxyaminopentanedioic acid 5-tert-butyl ester.